From a dataset of the Open Reaction Database (ORD), a public repository of structured organic reaction records. describe an organic reaction: reactants, conditions, products, and yield Reactants: CCCI, CCO, Cl, [Na+], [OH-], CCOC(=O)c1cccc2nc(S)n(Cc3ccc(-c4ccccc4-c4nnn[nH]4)cc3)c12. Product: CCCSc1nc2cccc(C(=O)OCC)c2n1Cc1ccc(-c2ccccc2-c2nnn[nH]2)cc1. RXN SMILES: [CH2:1]([CH2:2][CH3:3])[I:4].[CH3:41][CH2:42][OH:43].[ClH:40].[Na+:39].[OH-:38].[SH:5][c:6]1[n:7][c:8]2[c:9]([n:10]1[CH2:11][c:12]1[cH:13][cH:14][c:15](-[c:18]3[c:19](-[c:24]4[n:25][n:26][n:27][nH:28]4)[cH:20][cH:21][cH:22][cH:23]3)[cH:16][cH:17]1)[c:29]([C:33](=[O:34])[O:35][CH2:36][CH3:37])[cH:30][cH:31][cH:32]2>>[CH2:1]([CH2:2][CH3:3])[S:5][c:6]1[n:7][c:8]2[c:9]([n:10]1[CH2:11][c:12]1[cH:13][cH:14][c:15](-[c:18]3[c:19](-[c:24]4[n:25][n:26][n:27][nH:28]4)[cH:20][cH:21][cH:22][cH:23]3)[cH:16][cH:17]1)[c:29]([C:33](=[O:34])[O:35][CH2:36][CH3:37])[cH:30][cH:31][cH:32]2. Starting materials: BrC=1C(=NC=C(C1)C(F)(F)F)OCC (3-bromo-2-ethoxy-5-(trifluoromethyl)pyridine), NC=1C=C2[C@H]3[C@@H](N4C2=C(C1)COCC4)CCN(C3)C(=O)OC(C)(C)C (tert-butyl (7bR,11aS)-6-amino-1,2,7b,10,11,11a-hexahydro-4H-[1,4]oxazepino[6,5,4-hi]pyrido[4,3-b]indole-9(8H)-carboxylate), ClCCl (dichloromethane). The reagents and catalysts are C1=CC=C(C=C1)P([C-]2C=CC=C2)C3=CC=CC=C3.C1=CC=C(C=C1)P([C-]2C=CC=C2)C3=CC=CC=C3.Cl[Pd]Cl.[Fe+2] ([1,1′-Bis(diphenylphosphino)ferrocene]dichloropalladium), [Pd] (palladium). The product is Cl.Cl.C(C)OC1=NC=C(C=C1NC=1C=C2[C@H]3[C@@H](N4C2=C(C1)COCC4)CCNC3)C(F)(F)F ((7bR,11aS)-N-[2-Ethoxy-5-trifluoromethyl-3-pyridinyl]-1,2,7b,8,9,10,11,11a-octahydro-4H-[1,4]oxazepino[6,5,4-hi]pyrido[4,3-b]indole-6-amine, bis hydrochloride salt). RXN SMILES: Br[C:2]1[C:3]([O:12][CH2:13][CH3:14])=[N:4][CH:5]=[C:6]([C:8]([F:11])([F:10])[F:9])[CH:7]=1.[NH2:15][C:16]1[CH:17]=[C:18]2[C:22]3=[C:23]([CH2:25][O:26][CH2:27][CH2:28][N:21]3[C@H:20]3[CH2:29][CH2:30][N:31](C(OC(C)(C)C)=O)[CH2:32][C@@H:19]23)[CH:24]=1.[Cl:40]CCl>C1C=CC(P(C2C=CC=CC=2)[C-]2C=CC=C2)=CC=1.C1C=CC(P(C2C=CC=CC=2)[C-]2C=CC=C2)=CC=1.Cl[Pd]Cl.[Fe+2].[Pd]>[ClH:40].[ClH:40].[CH2:13]([O:12][C:3]1[C:2]([NH:15][C:16]2[CH:17]=[C:18]3[C:22]4=[C:23]([CH2:25][O:26][CH2:27][CH2:28][N:21]4[C@H:20]4[CH2:29][CH2:30][NH:31][CH2:32][C@@H:19]34)[CH:24]=2)=[CH:7][C:6]([C:8]([F:11])([F:10])[F:9])=[CH:5][N:4]=1)[CH3:14] |f:3.4.5.6,8.9.10|. Reported procedure: Following the procedures described in Example 175 and using 3-bromo-2-ethoxy-5-(trifluoromethyl)pyridine and [1,1′-bis(diphenylphosphino)ferrocene]dichloropalladium (II), complex with dichloromethane, as the palladium source, tert-butyl (7bR,11aS)-6-amino-1,2,7b,10,11,11a-hexahydro-4H-[1,4]oxazepino[6,5,4-hi]pyrido[4,3-b]indole-9(8H)-carboxylate from Example 56, Part B was converted into the title compound of Example 199 as a solid. ESI MS m/z 435.3 [C22H25F3N4O2+H]+. Reaction SMILES: C[Si]([N-][Si](C)(C)C)(C)C.[Na+].[CH2:11]([C@@H:15]1[C@@H:18]([CH2:19][CH2:20][CH2:21][CH2:22][CH3:23])[O:17][C:16]1=[O:24])[CH2:12][CH2:13][CH3:14].[CH2:25]([O:32][C:33](Cl)=[O:34])[C:26]1[CH:31]=[CH:30][CH:29]=[CH:28][CH:27]=1>C1COCC1>[CH2:11]([C@@:15]1([C:33]([O:32][CH2:25][C:26]2[CH:31]=[CH:30][CH:29]=[CH:28][CH:27]=2)=[O:34])[C@H:18]([CH2:19][CH2:20][CH2:21][CH2:22][CH3:23])[O:17][C:16]1=[O:24])[CH2:12][CH2:13][CH3:14] |f:0.1|. Run in C1CCOC1 (THF), C1CCOC1 (THF). Yield: 76.2%. Procedure: To a −78° C. solution of NaHMDS (1.2 equiv, 0.91 mmol, 45 μL, 2M in THF) in 5 mL THF was added 150 mg (0.73 mmol) of β-lactone 3a dissolved in 2.5 mL THF. After 1.5 h, benzylchloroformate (1.1 equiv, 0.833 mmol, 120 μL) was added at one time and stirred for an additional 3 h. This solution was warmed to 23° C. over 1 h and worked up as described above for β-lactone 8b. Flash chromatography on SiO2 (5 % Et2O: hexanes) gave β-lactone 8c (185 mg, 74% yield) as a colorless oil: Rf 0.48 (15% Et2O : H... Yields the product C(CCC)[C@@]1(C(O[C@H]1CCCCC)=O)C(=O)OCC1=CC=CC=C1 ((3S,4S)-benzyl 3-butyl-2-oxo-4-pentyloxetane-3-carboxylate). Reactants: C[Si](C)(C)[N-][Si](C)(C)C.[Na+] (NaHMDS), C(CCC)[C@H]1C(O[C@@H]1CCCCC)=O ((3R, 4R)-3-butyl-4-pentyloxetan-2-one), β-lactone, C(C1=CC=CC=C1)OC(=O)Cl (benzylchloroformate). Reaction conditions: temperature 23 celsius, time 1.5 hour. Starting materials: ClC1=C(OCC(=O)NC=2C=C(C(=O)O)C=CC2)C=CC(=C1)Cl (3-[2-(2,4-dichloro-phenoxy)acetylamino]-benzoic acid), NCCN1CCCCC1 (1-(2-aminoethyl)-piperidine), C(CCl)Cl (EDC), C=1C=CC2=C(C1)N=NN2O (HOBt), CCN(C(C)C)C(C)C (DIPEA). The solvent is CN(C)CC1=CC(=C(C(=C1)CN(C)C)O)CN(C)C (DMF 3). Product: ClC1=C(OCC(=O)NC=2C=C(C(=O)NCC=3C=NC=CC3)C=CC2)C=CC(=C1)Cl (3-[2-(2,4-dichloro-phenoxy)-acetylamino]-N-pyridine-3-ylmethyl-benzamide). The yield is 70.4%. As a reaction SMILES: [Cl:1][C:2]1[CH:21]=[C:20]([Cl:22])[CH:19]=[CH:18][C:3]=1[O:4][CH2:5][C:6]([NH:8][C:9]1[CH:10]=[C:11]([CH:15]=[CH:16][CH:17]=1)[C:12]([OH:14])=O)=[O:7].NCC[N:26]1[CH2:31][CH2:30][CH2:29][CH2:28][CH2:27]1.C(Cl)CCl.C1C=CC2N(O)N=[N:42][C:40]=2C=1.CCN(C(C)C)C(C)C>CN(CC1C=C(CN(C)C)C(O)=C(CN(C)C)C=1)C>[Cl:1][C:2]1[CH:21]=[C:20]([Cl:22])[CH:19]=[CH:18][C:3]=1[O:4][CH2:5][C:6]([NH:8][C:9]1[CH:10]=[C:11]([CH:15]=[CH:16][CH:17]=1)[C:12]([NH:42][CH2:40][C:30]1[CH:31]=[N:26][CH:27]=[CH:28][CH:29]=1)=[O:14])=[O:7]. Reported procedure: To solution of 3-[2-(2,4-dichloro-phenoxy)acetylamino]-benzoic acid (68 mg, 0.2 mmol), 1-(2-aminoethyl)-piperidine (0.043 ml, 0.3 mmol) in DMF 3.0 mL was added EDC (57.5 mg, 0.3 mmol), HOBt (40.6 mg, 0.3 mmol) and DIPEA (0.052 ml, 0.3 mmol). Reaction mixture was stirred at room temperature, and separated by EtoAC and brine. The organic phase was dried (MgSO4 anh) and concentrated. The residue was purified by silica gel column chromatography (CH2Cl2:MeOH=20:1) to give 3-[2-(2,4-dichloro-phenoxy)-... Reactants: FC(C(=O)O)(F)F (trifluoroacetic acid), C[C@]12CC[C@@H]3C=4C=CC(=CC4CC[C@H]3[C@@H]1CC[C@@H]2O)O (estradiol), C1N2CN3CN1CN(C2)C3 (hexamethylenetetramine), C([O-])([O-])=O.[K+].[K+] (potassium carbonate), Cl (HCl). Run in CCOC(=O)C (EtOAc), CO (MeOH), O (H2O). Reaction conditions: temperature 100 celsius, time 6 hour. Product: OC1=CC=2CC[C@H]3[C@@H]4CC[C@@H]([C@@]4(C)CC[C@@H]3C2C=C1C=O)O (3,17β-dihydroxyestra-1,3,5(10)-triene-2-carboxaldehyde), OC1=C(C=2CC[C@H]3[C@@H]4CC[C@@H]([C@@]4(C)CC[C@@H]3C2C=C1)O)C=O (3,17β-dihydroxyestra-1,3,5(10)-triene-4-carboxaldehyde). Yield: 4.0%. RXN SMILES: [CH3:1][C@@:2]12[C@@H:18]([OH:19])[CH2:17][CH2:16][C@H:15]1[C@H:14]1[C@@H:5]([C:6]3[CH:7]=[CH:8][C:9]([OH:20])=[CH:10][C:11]=3[CH2:12][CH2:13]1)[CH2:4][CH2:3]2.C1N2CN3CN(C2)CN1C3.FC(F)(F)[C:33](O)=[O:34].[C:38](=O)([O-])[O-:39].[K+].[K+].Cl>CO.CCOC(C)=O.O>[OH:20][C:9]1[C:8]([CH:33]=[O:34])=[CH:7][C:6]2[C@@H:5]3[C@H:14]([C@H:15]4[C@@:2]([CH2:3][CH2:4]3)([CH3:1])[C@@H:18]([OH:19])[CH2:17][CH2:16]4)[CH2:13][CH2:12][C:11]=2[CH:10]=1.[OH:20][C:9]1[CH:8]=[CH:7][C:6]2[C@@H:5]3[C@H:14]([C@H:15]4[C@@:2]([CH2:3][CH2:4]3)([CH3:1])[C@@H:18]([OH:19])[CH2:17][CH2:16]4)[CH2:13][CH2:12][C:11]=2[C:10]=1[CH:38]=[O:39] |f:3.4.5|. Procedure details: To a mixture of estradiol (1, 13.6 g, 50 mmol) and hexamethylenetetramine (21.0 g, 150 mmol) was added trifluoroacetic acid (100 mL) at room temperature. The reaction mixture was stirred for 6 h at 100° C., poured into H2O (300 mL), and extracted with Et2O. The combined organic layers were washed with H2O, then with saturated aqueous NaCl, and dried (MgSO4). The desiccant was filtered and the solvent was evaporated at reduced pressure. The residue was dissolved in THF (50 mL) and MeOH (50 mL), p... The product is O=C(O)c1ccc(C(F)(F)F)nc1Nc1ccccc1. Reaction SMILES: [CH2:32]1[O:33][CH2:34][CH2:35][CH2:36]1.[CH3:15][SiH:16]([CH3:17])[N:18]([CH3:19])[Si:20]([CH3:21])([CH3:22])[CH3:23].[CH3:37][CH2:38][O:39][C:40](=[O:41])[CH3:42].[Cl:1][c:2]1[c:3]([C:4](=[O:5])[OH:6])[cH:7][cH:8][c:9]([C:11]([F:12])([F:13])[F:14])[n:10]1.[Li:24].[NH2:25][c:26]1[cH:27][cH:28][cH:29][cH:30][cH:31]1>>[c:2]1([NH:25][c:26]2[cH:27][cH:28][cH:29][cH:30][cH:31]2)[c:3]([C:4](=[O:5])[OH:6])[cH:7][cH:8][c:9]([C:11]([F:12])([F:13])[F:14])[n:10]1. The reactants are C1CCOC1, CN([SiH](C)C)[Si](C)(C)C, CCOC(C)=O, O=C(O)c1ccc(C(F)(F)F)nc1Cl, [Li], Nc1ccccc1.